describe an organic reaction: reactants, conditions, products, and yield From a dataset of the Open Reaction Database (ORD), a public repository of structured organic reaction records. Reactants: BrC1=CC(=C2C=NN(C2=C1)S(=O)(=O)C1=CC=CC=C1)C1=NN=C(O1)CN1CCOC2(CCCC2)C1 (9-({5-[6-bromo-1-(phenylsulfonyl)-1H-indazol-4-yl]-1,3,4-oxadiazol-2-yl}methyl)-6-oxa-9-azaspiro[4.5]decane), COC1=NC=C(C=C1NS(=O)(=O)C)B1OC(C(O1)(C)C)(C)C (N-[2-(methyloxy)-5-(4,4,5,5-tetramethyl-1,3,2-dioxaborolan-2-yl)-3-pyridinyl]methanesulfonamide), [O-]P(=O)([O-])[O-].[K+].[K+].[K+] (potassium phosphate tribasic), [OH-].[Na+] (sodium hydroxide). Reagents/catalysts: [Pd](Cl)Cl.C1(=CC=CC=C1)P([C-]1C=CC=C1)C1=CC=CC=C1.[C-]1(C=CC=C1)P(C1=CC=CC=C1)C1=CC=CC=C1.[Fe+2] (1,1′-bis(diphenylphosphino)ferrocene palladium dichloride). Solvent: O1CCOCC1 (1,4 dioxane), O (water). Conditions: temperature 100 celsius. Product: COC1=NC=C(C=C1NS(=O)(=O)C)C1=CC(=C2C=NNC2=C1)C=1OC(=NN1)CN1CCOC2(CCCC2)C1 (N-(2-(Methyloxy)-5-{4-[5-(6-oxa-9-azaspiro[4.5]dec-9-ylmethyl)-1,3,4-oxadiazol-2-yl]-1H-indazol-6-yl}-3-pyridinyl)methanesulfonamide). Isolated yield 99.6%. As a reaction SMILES: Br[C:2]1[CH:10]=[C:9]2[C:5]([CH:6]=[N:7][N:8]2S(C2C=CC=CC=2)(=O)=O)=[C:4]([C:20]2[O:24][C:23]([CH2:25][N:26]3[CH2:35][C:30]4([CH2:34][CH2:33][CH2:32][CH2:31]4)[O:29][CH2:28][CH2:27]3)=[N:22][N:21]=2)[CH:3]=1.[CH3:36][O:37][C:38]1[C:43]([NH:44][S:45]([CH3:48])(=[O:47])=[O:46])=[CH:42][C:41](B2OC(C)(C)C(C)(C)O2)=[CH:40][N:39]=1.[O-]P([O-])([O-])=O.[K+].[K+].[K+].[OH-].[Na+]>O1CCOCC1.O.[Pd](Cl)Cl.C1(P(C2C=CC=CC=2)[C-]2C=CC=C2)C=CC=CC=1.[C-]1(P(C2C=CC=CC=2)C2C=CC=CC=2)C=CC=C1.[Fe+2]>[CH3:36][O:37][C:38]1[C:43]([NH:44][S:45]([CH3:48])(=[O:47])=[O:46])=[CH:42][C:41]([C:2]2[CH:10]=[C:9]3[C:5]([CH:6]=[N:7][NH:8]3)=[C:4]([C:20]3[O:24][C:23]([CH2:25][N:26]4[CH2:35][C:30]5([CH2:31][CH2:32][CH2:33][CH2:34]5)[O:29][CH2:28][CH2:27]4)=[N:22][N:21]=3)[CH:3]=2)=[CH:40][N:39]=1 |f:2.3.4.5,6.7,10.11.12.13|. Procedure: To a solution of 9-({5-[6-bromo-1-(phenylsulfonyl)-1H-indazol-4-yl]-1,3,4-oxadiazol-2-yl}methyl)-6-oxa-9-azaspiro[4.5]decane (74 mg, 0.133 mmol) in 1,4 dioxane (2.5 ml) and water (1 ml) was added N-[2-(methyloxy)-5-(4,4,5,5-tetramethyl-1,3,2-dioxaborolan-2-yl)-3-pyridinyl]methanesulfonamide (47.8 mg, 0.146 mmol), 1,1′-bis(diphenylphosphino)ferrocene palladium dichloride (19.39 mg, 0.027 mmol) and potassium phosphate tribasic (84 mg, 0.398 mmol). The mixture was heated under microwave irradiation...